Dataset: the Open Reaction Database (ORD), a public repository of structured organic reaction records. Task: describe an organic reaction: reactants, conditions, products, and yield Starting materials: C(C)OCC (diethylether), C(C=CC1=CC=CC=C1)(=O)Cl (cinnamoyl chloride), 3-hydroxy propyl acrylate, TEA, C1CCOC1 (THF). Run at time 24 hour. Yields the product C(C=CC1=CC=CC=C1)(=O)[O-].C(CC)OC(C=C)=O (cinnamate propyl-acrylate). As a reaction SMILES: [C:1](Cl)(=[O:10])[CH:2]=[CH:3][C:4]1[CH:9]=[CH:8][CH:7]=[CH:6][CH:5]=1.C([O:14]CC)C.[CH2:17]1C[O:20][CH2:19][CH2:18]1>>[C:1]([O-:10])(=[O:14])[CH:2]=[CH:3][C:4]1[CH:9]=[CH:8][CH:7]=[CH:6][CH:5]=1.[CH2:19]([O:20][C:1](=[O:10])[CH:2]=[CH2:3])[CH2:18][CH3:17] |f:3.4|. Procedure: The cinnamoyl chloride (5 g, 33.7 mmol), 3-hydroxy propyl acrylate (35.0 mmol), and TEA (105 mmol) were dissolved in THF and stirred at the room temperature for 24 hours. After completion of the stirring, diethylether was added to form a precipitate, which was then filtered out. A column chromatography using a developing solvent (EA:hexane=1:4) was carried out to yield a titled product, cinnamate-propyl-acrylate. The reactants are C([O-])([O-])=O.[K+].[K+] (potassium carbonate), BrCC#CC1=CC=C(C(=O)OCC)C=C1 (ethyl 4-(3-bromo-1-propynyl)benzoate), solution, C(=O)C=1C(=CC=2C(CCC(C2C1)(C)C)(C)C)O (3-formyl-5,6,7,8-tetrahydro-2-hydroxy-5,5,8,8-tetramethylnaphthalene), O (water). Run in CN(C=O)C (N,N-dimethyl formamide). Conditions: temperature 50 celsius, time 30 minute. The product is C(=O)C=1C(=CC=2C(CCC(C2C1)(C)C)(C)C)OCC#CC1=CC=C(C(=O)OCC)C=C1 (Ethyl 4-[3-(3-formyl-5,6,7,8-tetrahydro-5,5,8,8tetramethyl-2-naphthoxy)-1-propynyl]benzoate). Isolated yield 60.4%. RXN SMILES: C(=O)([O-])[O-].[K+].[K+].Br[CH2:8][C:9]#[C:10][C:11]1[CH:21]=[CH:20][C:14]([C:15]([O:17][CH2:18][CH3:19])=[O:16])=[CH:13][CH:12]=1.[CH:22]([C:24]1[C:25]([OH:38])=[CH:26][C:27]2[C:28]([CH3:37])([CH3:36])[CH2:29][CH2:30][C:31]([CH3:35])([CH3:34])[C:32]=2[CH:33]=1)=[O:23].O>CN(C)C=O>[CH:22]([C:24]1[C:25]([O:38][CH2:8][C:9]#[C:10][C:11]2[CH:21]=[CH:20][C:14]([C:15]([O:17][CH2:18][CH3:19])=[O:16])=[CH:13][CH:12]=2)=[CH:26][C:27]2[C:28]([CH3:37])([CH3:36])[CH2:29][CH2:30][C:31]([CH3:34])([CH3:35])[C:32]=2[CH:33]=1)=[O:23] |f:0.1.2|. Procedure: 0.71 g of potassium carbonate and 1.0 g of ethyl 4-(3-bromo-1-propynyl)benzoate were added to 20 ml of a solution of 0.80 g of 3-formyl-5,6,7,8-tetrahydro-2-hydroxy-5,5,8,8-tetramethylnaphthalene in anhydrous N,N-dimethyl formamide at room temperature. The obtained mixture was stirred at 50° C. for 30 minutes, followed by the addition thereto of 20 ml of water. The obtained mixture was extracted with ethyl acetate. The organic phase was washed with a saturated aqueous solution of common salt, dr...